Dataset: the Open Reaction Database (ORD), a public repository of structured organic reaction records. Task: describe an organic reaction: reactants, conditions, products, and yield Starting materials: CCOC(=O)CNCC(=O)c1ccc2cc(C(CC)(CC)c3ccc(OCC(=O)C(C)(C)C)c(C)c3)ccc2c1, C1CCOC1, CCO, Cl, [Na+], [OH-]. The product is CCC(CC)(c1ccc(OCC(=O)C(C)(C)C)c(C)c1)c1ccc2cc(C(=O)CNCC(=O)O)ccc2c1. Reaction SMILES: [CH2:1]([CH3:2])[O:3][C:4]([CH2:5][NH:6][CH2:7][C:8](=[O:9])[c:10]1[cH:11][c:12]2[cH:13][cH:14][c:15]([C:20]([CH2:21][CH3:22])([CH2:23][CH3:24])[c:25]3[cH:26][c:27]([CH3:39])[c:28]([O:31][CH2:32][C:33]([C:34]([CH3:35])([CH3:36])[CH3:37])=[O:38])[cH:29][cH:30]3)[cH:16][c:17]2[cH:18][cH:19]1)=[O:40].[CH2:44]1[O:45][CH2:46][CH2:47][CH2:48]1.[CH3:49][CH2:50][OH:51].[ClH:43].[Na+:42].[OH-:41]>>[O:3]=[C:4]([CH2:5][NH:6][CH2:7][C:8](=[O:9])[c:10]1[cH:11][c:12]2[cH:13][cH:14][c:15]([C:20]([CH2:21][CH3:22])([CH2:23][CH3:24])[c:25]3[cH:26][c:27]([CH3:39])[c:28]([O:31][CH2:32][C:33]([C:34]([CH3:35])([CH3:36])[CH3:37])=[O:38])[cH:29][cH:30]3)[cH:16][c:17]2[cH:18][cH:19]1)[OH:40]. Starting materials: CC(=O)SCC(Cc1ccccc1)C(=O)O, Cc1ccccc1, O=S(Cl)Cl. Yields the product CC(=O)SCC(Cc1ccccc1)C(=O)Cl. Reaction SMILES: [C:1]([CH3:2])(=[O:3])[S:4][CH2:5][CH:6]([C:7](=[O:8])[OH:9])[CH2:10][c:11]1[cH:12][cH:13][cH:14][cH:15][cH:16]1.[CH3:21][c:22]1[cH:23][cH:24][cH:25][cH:26][cH:27]1.[S:17]([Cl:18])([Cl:19])=[O:20]>>[C:1]([CH3:2])(=[O:3])[S:4][CH2:5][CH:6]([C:7](=[O:8])[Cl:19])[CH2:10][c:11]1[cH:12][cH:13][cH:14][cH:15][cH:16]1. Starting materials: Cl (hydrochloric acid), O (H2O), CCOC(=O)C (EtOAc), ClC1=C(OC2=CC=C3C(=C(N=C(C3=C2)C#N)C(=O)NCC(C(=O)OCC)(C)C)O)C=CC=C1 (Ethyl 3-(7-(2-chlorophenoxy)-1-cyano-4-hydroxyisoquinoline-3-carboxamido)-2,2-dimethylpropanoate). Run in CO (MeOH), [OH-].[Na+] (NaOH). Conditions: time 5 hour. Product: ClC1=C(OC2=CC=C3C(=C(N=C(C3=C2)C#N)C(=O)NCC(C(=O)O)(C)C)O)C=CC=C1 (3-(7-(2-Chlorophenoxy)-1-cyano-4-hydroxyisoquinoline-3-carboxamido)-2,2-dimethylpropanoic acid). As a reaction SMILES: [Cl:1][C:2]1[CH:33]=[CH:32][CH:31]=[CH:30][C:3]=1[O:4][C:5]1[CH:14]=[C:13]2[C:8]([C:9]([OH:29])=[C:10]([C:17]([NH:19][CH2:20][C:21]([CH3:28])([CH3:27])[C:22]([O:24]CC)=[O:23])=[O:18])[N:11]=[C:12]2[C:15]#[N:16])=[CH:7][CH:6]=1.O.CCOC(C)=O.Cl>CO.[OH-].[Na+]>[Cl:1][C:2]1[CH:33]=[CH:32][CH:31]=[CH:30][C:3]=1[O:4][C:5]1[CH:14]=[C:13]2[C:8]([C:9]([OH:29])=[C:10]([C:17]([NH:19][CH2:20][C:21]([CH3:28])([CH3:27])[C:22]([OH:24])=[O:23])=[O:18])[N:11]=[C:12]2[C:15]#[N:16])=[CH:7][CH:6]=1 |f:5.6|. Procedure details: Ethyl 3-(7-(2-chlorophenoxy)-1-cyano-4-hydroxyisoquinoline-3-carboxamido)-2,2-dimethylpropanoate (30 mg, 0.06 mmol) was dissolved in MeOH (4 mL) and 2 N NaOH (4 mL). After stirring for 5 hours at room temperature, H2O (15 mL) and EtOAc (15 mL) were added. To the stirred mixture was added 1 N hydrochloric acid until pH was 1. The layers were separated and the aqueous layer was extracted twice with EtOAc. The combined organic layers were dried over MgSO4, concentrated, and purified by flash chroma... Reactants: C1=CC=CC=2C3=CC=CC=C3CC12 (fluorene), CCOCC (ether), Cl[Si](C)(C)Cl (dichlorodimethylsilane), CCOCC (ether), C(CCC)[Li] (n-butyllithium). The solvent is CCCCCC (hexane). Conditions: temperature -10 celsius. The product is [Cl-].C[SiH](C1C2=CC=CC=C2C=2C=CC=CC12)C (dimethyl(9-fluorenyl)silane chloride). Yield: 43.0%. RXN SMILES: [CH:1]1[C:13]2[CH2:12][C:11]3[C:6](=[CH:7][CH:8]=[CH:9][CH:10]=3)[C:5]=2[CH:4]=[CH:3][CH:2]=1.CCOCC.C([Li])CCC.[Cl:24][Si:25](Cl)([CH3:27])[CH3:26]>CCCCCC>[Cl-:24].[CH3:26][SiH:25]([CH3:27])[CH:12]1[C:11]2[CH:10]=[CH:9][CH:8]=[CH:7][C:6]=2[C:5]2[C:13]1=[CH:1][CH:2]=[CH:3][CH:4]=2 |f:5.6|. Reported procedure: A 1 liter four-necked flask equipped with a reflux tube, a thermometer and a dropping funnel was thoroughly purged with nitrogen and dried. To the flask, fluorene (5.00 g, 30 mmol) and dehydrated ether (100 ml) were introduced. Under stirring at −10° C., a hexane solution of n-butyllithium (30 Tmol) was dropwise added over a period of 30 minutes. After the dropwise addition, the temperature of the system was allowed to spontaneously rise to room temperature little by little, and the reaction mix... Reactants: ClCC=1N=C(OC1C)C1=CC=C(C(=O)OC)C=C1 (methyl 4-(4-chloromethyl-5-methyl-1,3-oxazol-2-yl)benzoate), C([O-])([O-])=O.[K+].[K+] (potassium carbonate), O=CC1=CC(OC)=C(O)C=C1 (vanillin), CN(C=O)C (N,N-dimethylformamide). Run in O (Water). Reaction conditions: temperature 90 celsius, time 2 hour. Yields the product C(=O)C1=CC(=C(OCC=2N=C(OC2C)C2=CC=C(C(=O)OC)C=C2)C=C1)OC (methyl 4-{4-[(4-formyl-2-methoxyphenoxy)methyl]-5-methyl-1,3-oxazol-2-yl}benzoate). Isolated yield 92.5%. RXN SMILES: Cl[CH2:2][C:3]1[N:4]=[C:5]([C:9]2[CH:18]=[CH:17][C:12]([C:13]([O:15][CH3:16])=[O:14])=[CH:11][CH:10]=2)[O:6][C:7]=1[CH3:8].C(=O)([O-])[O-].[K+].[K+].[O:25]=[CH:26][C:27]1[CH:35]=[CH:34][C:32]([OH:33])=[C:29]([O:30][CH3:31])[CH:28]=1.CN(C)C=O>O>[CH:26]([C:27]1[CH:35]=[CH:34][C:32]([O:33][CH2:2][C:3]2[N:4]=[C:5]([C:9]3[CH:18]=[CH:17][C:12]([C:13]([O:15][CH3:16])=[O:14])=[CH:11][CH:10]=3)[O:6][C:7]=2[CH3:8])=[C:29]([O:30][CH3:31])[CH:28]=1)=[O:25] |f:1.2.3|. Procedure details: A mixture of methyl 4-(4-chloromethyl-5-methyl-1,3-oxazol-2-yl)benzoate (0.80 g), potassium carbonate (0.40 g), vanillin (0.44 g) and N,N-dimethylformamide (30 mL) was stirred at 90° C. for 2 hrs. Water was poured into the reaction mixture, and the precipitated crystals were collected by filtration to give methyl 4-{4-[(4-formyl-2-methoxyphenoxy)methyl]-5-methyl-1,3-oxazol-2-yl}benzoate as colorless crystals (1.02 g, 92%). Recrystallization from tetrahydrofuran-hexane gave colorless prism crysta... Product: N1=CC(=CC=C1)N1CCNCC1 (N-(3-Pyridyl)piperazine). As a reaction SMILES: Br[C:2]1[CH:3]=[N:4][CH:5]=[CH:6][CH:7]=1.[NH:8]1[CH2:13][CH2:12][NH:11][CH2:10][CH2:9]1.CC(C)([O-])C.[Na+].C1(C)C=CC=CC=1>O.C1C=CC(/C=C/C(/C=C/C2C=CC=CC=2)=O)=CC=1.C1C=CC(/C=C/C(/C=C/C2C=CC=CC=2)=O)=CC=1.C1C=CC(/C=C/C(/C=C/C2C=CC=CC=2)=O)=CC=1.[Pd].[Pd].C1C=CC(P(C2C=CC3C(=CC=CC=3)C=2C2C3C(=CC=CC=3)C=CC=2P(C2C=CC=CC=2)C2C=CC=CC=2)C2C=CC=CC=2)=CC=1>[N:4]1[CH:5]=[CH:6][CH:7]=[C:2]([N:8]2[CH2:13][CH2:12][NH:11][CH2:10][CH2:9]2)[CH:3]=1 |f:2.3,6.7.8.9.10|. Reported procedure: A mixture of 1.0 g (6.3 mmol) of 3-bromopyridine, 2.2 g (25 mmol) of piperazine, 16 mg of tris(dibenzylideneacetone)-dipalladium(0), 32 mg of (S)-(−)-2,2′-bis(diphenylphosphino)-1,1′-binaphthyl, 1.3 g (13.4 mmol) of sodium t-butoxide, and 50 ml of toluene was heated under reflux for 24 hours in a nitrogen atmosphere. The reaction mixture was diluted with water and extracted with chloroform. The combined organic layer was washed with a saturated sodium chloride aqueous solution and dried over anh... The solvent is O (water). Reactants: BrC=1C=NC=CC1 (3-bromopyridine), N1CCNCC1 (piperazine), CC(C)([O-])C.[Na+] (sodium t-butoxide), C1(=CC=CC=C1)C (toluene). Yield: 26.3%. The reagents and catalysts are C=1C=CC(=CC1)/C=C/C(=O)/C=C/C2=CC=CC=C2.C=1C=CC(=CC1)/C=C/C(=O)/C=C/C2=CC=CC=C2.C=1C=CC(=CC1)/C=C/C(=O)/C=C/C2=CC=CC=C2.[Pd].[Pd] (tris(dibenzylideneacetone)-dipalladium(0)), C1=CC=C(C=C1)P(C2=CC=CC=C2)C3=C(C4=CC=CC=C4C=C3)C5=C(C=CC6=CC=CC=C65)P(C7=CC=CC=C7)C8=CC=CC=C8 ((S)-(−)-2,2′-bis(diphenylphosphino)-1,1′-binaphthyl). The reactants are OC=1C=C(C=CC1)CC(=O)NNC(C1=C(C=C(C=C1)OCC1=CC=CC=C1)CC)=O (N′-[2-(3-hydroxyphenyl)acetyl]-4-benzyloxy-2-ethylbenzohydrazide). Reagents/catalysts: [Pd] (Pd/C). Run in C1CCOC1 (THF). Yields the product OC=1C=C(C=CC1)CC(=O)NNC(C1=C(C=C(C=C1)O)CC)=O (N′-[2-(3-hydroxyphenyl)acetyl]-2-ethyl-4-hydroxybenzohydrazide). As a reaction SMILES: [OH:1][C:2]1[CH:3]=[C:4]([CH2:8][C:9]([NH:11][NH:12][C:13](=[O:30])[C:14]2[CH:19]=[CH:18][C:17]([O:20]CC3C=CC=CC=3)=[CH:16][C:15]=2[CH2:28][CH3:29])=[O:10])[CH:5]=[CH:6][CH:7]=1>C1COCC1.[Pd]>[OH:1][C:2]1[CH:3]=[C:4]([CH2:8][C:9]([NH:11][NH:12][C:13](=[O:30])[C:14]2[CH:19]=[CH:18][C:17]([OH:20])=[CH:16][C:15]=2[CH2:28][CH3:29])=[O:10])[CH:5]=[CH:6][CH:7]=1. Reported procedure: 57.4 g of N′-[2-(3-hydroxyphenyl)acetyl]-4-benzyloxy-2-ethylbenzohydrazide are dissolved in 1.5 l of THF and hydrogenated for 24 h. The catalyst (5% Pd/C, 35 g) is added in 3 portions. The catalyst is filtered off with suction, the solution is evaporated, and the residue is crystallised from MeCN, giving 41.1 g of “60” (92%); m.p. 199-200°. Starting materials: CC#N, O=C(Cl)C(=O)Cl, CN(C)C=O, O, NC(=O)C1CCCN1S(=O)(=O)Cc1ccccc1, c1ccncc1. Yields the product N#CC1CCCN1S(=O)(=O)Cc1ccccc1. RXN SMILES: [CH3:36][C:37]#[N:38].[Cl:6][C:7]([C:8]([Cl:9])=[O:10])=[O:11].[O:1]=[CH:2][N:3]([CH3:4])[CH3:5].[OH2:39].[c:12]1([CH2:18][S:19](=[O:20])(=[O:21])[N:22]2[CH:23]([C:27](=[O:28])[NH2:29])[CH2:24][CH2:25][CH2:26]2)[cH:13][cH:14][cH:15][cH:16][cH:17]1.[cH:30]1[cH:31][cH:32][n:33][cH:34][cH:35]1>>[c:12]1([CH2:18][S:19](=[O:20])(=[O:21])[N:22]2[CH:23]([C:27]#[N:29])[CH2:24][CH2:25][CH2:26]2)[cH:13][cH:14][cH:15][cH:16][cH:17]1. Reactants: CC#N, COc1ccc(CCl)cc1, CCOC(=O)c1cn[nH]c1C(F)(F)F, [K+], [K+], O=C([O-])[O-]. The product is CCOC(=O)c1cn(Cc2ccc(OC)cc2)nc1C(F)(F)F. As a reaction SMILES: [CH3:31][C:32]#[N:33].[Cl:21][CH2:22][c:23]1[cH:24][cH:25][c:26]([O:29][CH3:30])[cH:27][cH:28]1.[F:7][C:8]([c:9]1[c:10]([C:14](=[O:15])[O:16][CH2:17][CH3:18])[cH:11][n:12][nH:13]1)([F:19])[F:20].[K+:1].[K+:2].[O-:3][C:4]([O-:5])=[O:6]>>[F:7][C:8]([c:9]1[c:10]([C:14](=[O:15])[O:16][CH2:17][CH3:18])[cH:11][n:12]([CH2:22][c:23]2[cH:24][cH:25][c:26]([O:29][CH3:30])[cH:27][cH:28]2)[n:13]1)([F:19])[F:20]. Reactants: COC=1C=C(COC=2C=CC=3N(N2)C=C(N3)NC(OC(C)(C)C)=O)C=C(C1OC)OC (t-Butyl N-[6-(3,4,5-trimethoxybenzyloxy)imidazo[1,2-b]pyridazin-2-yl]carbamate), FC(C(=O)O)(F)F (trifluoroacetic acid). Run in ClCCl (dichloromethane). Product: FC(C(=O)O)(F)F.NC=1N=C2N(N=C(C=C2)OCC2=CC(=C(C(=C2)OC)OC)OC)C1 (2-Amino-6-(3,4,5-trimethoxybenzyloxy)imidazo[1,2-b]pyridazine trifluoroacetate). RXN SMILES: [CH3:1][O:2][C:3]1[CH:4]=[C:5]([CH:25]=[C:26]([O:30][CH3:31])[C:27]=1[O:28][CH3:29])[CH2:6][O:7][C:8]1[CH:9]=[CH:10][C:11]2[N:12]([CH:14]=[C:15]([NH:17]C(=O)OC(C)(C)C)[N:16]=2)[N:13]=1.[F:32][C:33]([F:38])([F:37])[C:34]([OH:36])=[O:35]>ClCCl>[F:32][C:33]([F:38])([F:37])[C:34]([OH:36])=[O:35].[NH2:17][C:15]1[N:16]=[C:11]2[CH:10]=[CH:9][C:8]([O:7][CH2:6][C:5]3[CH:4]=[C:3]([O:2][CH3:1])[C:27]([O:28][CH3:29])=[C:26]([O:30][CH3:31])[CH:25]=3)=[N:13][N:12]2[CH:14]=1 |f:3.4|. Procedure details: t-Butyl N-[6-(3,4,5-trimethoxybenzyloxy)imidazo[1,2-b]pyridazin-2-yl]carbamate (Example 13, 0.43 g, 1 mmol) was dissolved in dichloromethane (2 ml) and treated with trifluoroacetic acid (1 ml). After 2 h at ambient temperature the mixture was evaporated in vacuo to give a brown oil which was triturated with diethyl ether to give the title compound (0.25 g) as a cream solid, m.p. 150°-157°, NMR δH (DMSO) 8.0 (1 H, JAB 8.8 Hz, 8 H), 7.48 (1 H, s, 3 H), 7.16 (1 H, JAB 8.8 Hz, 7 H), 6.44 (2 H, s, CH...